Dataset: the Open Reaction Database (ORD), a public repository of structured organic reaction records. Task: describe an organic reaction: reactants, conditions, products, and yield Starting materials: NCCc1ccccc1Cl, Cc1cc(N2CCCC2)c2ccc(I)cc2n1. Product: Cc1cc(N2CCCC2)c2ccc(NCCc3ccccc3Cl)cc2n1. Reaction SMILES: [Cl:18][c:19]1[c:20]([CH2:25][CH2:26][NH2:27])[cH:21][cH:22][cH:23][cH:24]1.[I:1][c:2]1[cH:3][cH:4][c:5]2[c:6]([N:13]3[CH2:14][CH2:15][CH2:16][CH2:17]3)[cH:7][c:8]([CH3:12])[n:9][c:10]2[cH:11]1>>[c:2]1([NH:27][CH2:26][CH2:25][c:20]2[c:19]([Cl:18])[cH:24][cH:23][cH:22][cH:21]2)[cH:3][cH:4][c:5]2[c:6]([N:13]3[CH2:14][CH2:15][CH2:16][CH2:17]3)[cH:7][c:8]([CH3:12])[n:9][c:10]2[cH:11]1. Starting materials: S1C(=CC=C1)C(C1=CC=C(OC(C(=O)O)(C)C)C=C1)=NO (2-[4-(2-Thienyl-hydroxyiminomethyl)-phenoxy]-2-methyl propionic acid), CN(C=O)C (dimethylformamide). Solvent: [O-]CC.[Na+] (sodium ethoxide), C(C)O (ethanol). Conditions: time 3 hour. Product: S1C(=CC=C1)C(C1=CC=C(OC(C(=O)OCCCC)(C)C)C=C1)=NOCCCC (Butyl 2-[4-(2-thienyl-butoxyiminomethyl)-phenoxy]-2-methyl-propionate). RXN SMILES: [S:1]1[CH:5]=[CH:4][CH:3]=[C:2]1[C:6](=[N:20][OH:21])[C:7]1[CH:19]=[CH:18][C:10]([O:11][C:12]([CH3:17])([CH3:16])[C:13]([OH:15])=[O:14])=[CH:9][CH:8]=1.CN(C)C=O>[O-]CC.[Na+].C(O)C>[S:1]1[CH:5]=[CH:4][CH:3]=[C:2]1[C:6](=[N:20][O:21][CH2:19][CH2:7][CH2:8][CH3:9])[C:7]1[CH:19]=[CH:18][C:10]([O:11][C:12]([CH3:17])([CH3:16])[C:13]([O:15][CH2:6][CH2:2][CH2:3][CH3:4])=[O:14])=[CH:9][CH:8]=1 |f:2.3|. Procedure: 2-[4-(2-Thienyl-hydroxyiminomethyl)-phenoxy]-2-methyl propionic acid (6.7 g) is dissolved in a sodium ethoxide solution in ethanol (100 ml; prepared from 1.3 g sodium), and the solution is then refluxed for 1 hour, after which dimethylformamide (75 ml) is added thereto and the ethanol is evaporated off. Butyl bromide (9 g) is added to the solution at 80° C. and the mixture is stirred for 3 hours, after which the solvent is evaporated under reduced pressure. Water and chloroform are then added to... The reactants are ClC=1C=C(C=CC1)S(=O)(=O)NC=1C=C(C(=O)NC2=CC=C(C=C2)C#N)C=CC1 (3-(3-chloro-benzenesulfonylamino)-N-(4-cyano-phenyl)-benzamide), [Cl-].[NH4+] (ammonium chloride), [N-]=[N+]=[N-].[Na+] (sodium azide). The solvent is CN(C=O)C (dimethylformamide), [Na] (sodium). The product is ClC=1C=C(C=CC1)S(=O)(=O)NC=1C(=C(C(=O)N)C=CC1)C1=CC=C(C=C1)C1=NN=NN1 (3-(3-Chloro-benzenesulfonylamino)-[4-(tetrazol-5-yl)-phenyl]-benzamide). As a reaction SMILES: [Cl:1][C:2]1[CH:3]=[C:4]([S:8]([NH:11][C:12]2[CH:13]=[C:14]([CH:26]=[CH:27][CH:28]=2)[C:15]([NH:17]C2C=CC(C#N)=CC=2)=[O:16])(=[O:10])=[O:9])[CH:5]=[CH:6][CH:7]=1.[Cl-].[NH4+:30].[N-:31]=[N+:32]=[N-:33].[Na+]>CN(C)C=O.[Na]>[Cl:1][C:2]1[CH:3]=[C:4]([S:8]([NH:11][C:12]2[C:13]([C:28]3[CH:27]=[CH:26][C:14]([C:15]4[NH:30][N:33]=[N:32][N:31]=4)=[CH:13][CH:12]=3)=[C:14]([CH:26]=[CH:27][CH:28]=2)[C:15]([NH2:17])=[O:16])(=[O:9])=[O:10])[CH:5]=[CH:6][CH:7]=1 |f:1.2,3.4,^1:39|. Reported procedure: A microwave vial was charged with a solution of 3-(3-chloro-benzenesulfonylamino)-N-(4-cyano-phenyl)-benzamide (0.46 g, 1.12 mmol) in dimethylformamide (20.0 ml), ammonium chloride (1.11 g, 21 mmol, 18.5 equiv.) and sodium azide (1.31 g, 20 mmol, 18 equiv.) and irradiated in a microwave oven at 155° C. for 75 min. The mixture was diluted with saturated sodium hydrogenocarbonate and the phases were separated. The aqueous phase was washed with ethyl acetate and the organic phases were discarded. T... Reactants: ClC(Cl)(Cl)Cl, ON=Cc1ccccc1, Cl, [Na+], N#C[Na], [OH-], O. The product is N#CC(=NO)c1ccccc1. As a reaction SMILES: [C:16]([Cl:17])([Cl:18])([Cl:19])[Cl:20].[CH:1]([c:2]1[cH:3][cH:4][cH:5][cH:6][cH:7]1)=[N:8][OH:9].[Cl:10].[Na+:15].[Na:11][C:12]#[N:13].[OH-:14].[OH2:21]>>[C:1]([c:2]1[cH:3][cH:4][cH:5][cH:6][cH:7]1)(=[N:8][OH:9])[C:12]#[N:13]. Reactants: [Al+3], Brc1ccccc1, O=C1OC(=O)C2CC12, [Cl-], [Cl-], [Cl-], ClCCl, Cl, O. Product: O=C(O)C1CC1C(=O)c1ccc(Br)cc1. As a reaction SMILES: [Al+3:9].[Br:1][c:2]1[cH:3][cH:4][cH:5][cH:6][cH:7]1.[CH:12]12[C:13](=[O:19])[O:14][C:15](=[O:18])[CH:16]1[CH2:17]2.[Cl-:10].[Cl-:11].[Cl-:8].[Cl:21][CH2:22][Cl:23].[ClH:20].[OH2:24]>>[Br:1][c:2]1[cH:3][cH:4][c:5]([C:15]([CH:16]2[CH:12]([C:13](=[O:14])[OH:19])[CH2:17]2)=[O:18])[cH:6][cH:7]1. Reactants: [OH-].[K+] (potassium hydroxide), C(CCCCCCCCCCCCCCCCC)(=O)OC1CC(N(C(C1)(C)C)OCCCCON1C(CC(CC1(C)C)OC(CCCCCCCCCCCCCCCCC)=O)(C)C)(C)C (1,4-Bis(4-octadecanoyloxy-2,2,6,6-tetramethylpiperidin-1-yloxy)butane). Solvent: C(C)O (ethanol). Product: OC1CC(N(C(C1)(C)C)OCCCCON1C(CC(CC1(C)C)O)(C)C)(C)C (1,4-Bis(4-hydroxy-2,2,6,6-tetramethylpiperidin-1-yloxy)-butane). RXN SMILES: [OH-].[K+].C([O:22][CH:23]1[CH2:28][C:27]([CH3:30])([CH3:29])[N:26]([O:31][CH2:32][CH2:33][CH2:34][CH2:35][O:36][N:37]2[C:42]([CH3:44])([CH3:43])[CH2:41][CH:40]([O:45]C(=O)CCCCCCCCCCCCCCCCC)[CH2:39][C:38]2([CH3:66])[CH3:65])[C:25]([CH3:68])([CH3:67])[CH2:24]1)(=O)CCCCCCCCCCCCCCCCC>C(O)C>[OH:45][CH:40]1[CH2:41][C:42]([CH3:44])([CH3:43])[N:37]([O:36][CH2:35][CH2:34][CH2:33][CH2:32][O:31][N:26]2[C:25]([CH3:68])([CH3:67])[CH2:24][CH:23]([OH:22])[CH2:28][C:27]2([CH3:30])[CH3:29])[C:38]([CH3:66])([CH3:65])[CH2:39]1 |f:0.1|. Procedure details: The title compound is prepared by the basic hydrolysis (potassium hydroxide in ethanol) of the compound prepared in Example 29A.